This data is from the Open Reaction Database (ORD), a public repository of structured organic reaction records. The task is: describe an organic reaction: reactants, conditions, products, and yield The reactants are Cl.ClCC1=NC=CC(=C1C)SCC1=CSC=C1 (2-Chloromethyl-3-methyl-4-(3-thienylmethylthio)pyridine hydrochloride), SC1=NC2=C(N1)C=CC=C2 (2-mercapto-1H-benzimidazole), [OH-].[Na+] (sodium hydroxide). Run in C(C)O (ethanol). The product is CC=1C(=NC=CC1SCC1=CSC=C1)CSC1=NC2=C(N1)C=CC=C2 (2-{[[3-Methyl-4-(3-thienylmethylthio)-2-pyridinyl]methyl]thio}-1H-benzimidazole). The yield is 62.0%. RXN SMILES: Cl.Cl[CH2:3][C:4]1[C:9]([CH3:10])=[C:8]([S:11][CH2:12][C:13]2[CH:17]=[CH:16][S:15][CH:14]=2)[CH:7]=[CH:6][N:5]=1.[SH:18][C:19]1[NH:23][C:22]2[CH:24]=[CH:25][CH:26]=[CH:27][C:21]=2[N:20]=1.[OH-].[Na+]>C(O)C>[CH3:10][C:9]1[C:4]([CH2:3][S:18][C:19]2[NH:23][C:22]3[CH:24]=[CH:25][CH:26]=[CH:27][C:21]=3[N:20]=2)=[N:5][CH:6]=[CH:7][C:8]=1[S:11][CH2:12][C:13]1[CH:17]=[CH:16][S:15][CH:14]=1 |f:0.1,3.4|. Procedure: 2-Chloromethyl-3-methyl-4-(3-thienylmethylthio)pyridine hydrochloride, 2-mercapto-1H-benzimidazole and sodium hydroxide are reacted in ethanol at 25° C. for 20 h. After crystallization from toluene/methanol, the title compound is isolated. Yield: 62%, m.p. 161°-164° C. The reactants are CN(C)C=O, Cc1ccccc1, Fc1cccc(CCl)c1, [H-], Nc1nc2ccccc2[nH]1, [Na+], O. Product: Nc1nc2ccccc2n1Cc1cccc(F)c1. RXN SMILES: [CH3:11][N:12]([CH3:13])[CH:14]=[O:15].[CH3:28][c:29]1[cH:30][cH:31][cH:32][cH:33][cH:34]1.[Cl:18][CH2:19][c:20]1[cH:21][c:22]([F:26])[cH:23][cH:24][cH:25]1.[H-:16].[NH2:1][c:2]1[n:3][c:4]2[cH:5][cH:6][cH:7][cH:8][c:9]2[nH:10]1.[Na+:17].[OH2:27]>>[NH2:1][c:2]1[n:3]([CH2:19][c:20]2[cH:21][c:22]([F:26])[cH:23][cH:24][cH:25]2)[c:4]2[cH:5][cH:6][cH:7][cH:8][c:9]2[n:10]1. The reactants are O1CCCC1.ClCCl (tetrahydrofuran dichloromethane), C1(C=2C(C(N1N[C@@H](CC1=CC=CC=C1)C(=O)N)=O)=CC=CC2)=O (phthalimido-(S)-phenyalanine amide), C1(=CC=C(C=C1)S(=O)(=O)O)C (p-toluenesulfonic acid), C(CC=O)CC=O (glutaric dialdehyde), O (water). Solvent: ClCCl (dichloromethane). Run at time 4 day. Yields the product O=C1N(C(C2=CC=CC=C12)=O)[C@H](C(=O)N1C=CCC=C1)CC1=CC=CC=C1 ((S)-N-[2-(1,3-Dihydro-1,3-dioxo-2H-isoindol-2-yl)-1-oxo-3-phenylpropyl]-1,4-dihydro-pyridine). Reaction SMILES: C1(=O)N([NH:6][C@H:7]([C:15]([NH2:17])=[O:16])[CH2:8][C:9]2[CH:14]=[CH:13][CH:12]=[CH:11][CH:10]=2)C(=O)C2=CC=CC=C12.[CH2:24]([CH2:28][CH:29]=O)[CH2:25][CH:26]=O.[OH2:31].[C:32]1([CH3:42])[CH:37]=[CH:36][C:35](S(O)(=O)=O)=[CH:34][CH:33]=1.[O:43]1[CH2:47]CCC1.ClCCl>ClCCl>[O:43]=[C:47]1[C:37]2[C:32](=[CH:33][CH:34]=[CH:35][CH:36]=2)[C:42](=[O:31])[N:6]1[C@@H:7]([CH2:8][C:9]1[CH:10]=[CH:11][CH:12]=[CH:13][CH:14]=1)[C:15]([N:17]1[CH:26]=[CH:25][CH2:24][CH:28]=[CH:29]1)=[O:16] |f:4.5|. Reported procedure: Combine phthalimido-(S)-phenyalanine amide (3.0 g, 10 mmol) and a solution of glutaric dialdehyde (2.0 g; 50% by weight in water) in dichloromethane (200 mL). Heat to reflux with azeotropic removal of water from the refluxate. Add p-toluenesulfonic acid (60 mg). Continue heating at reflux. Pass the refluxate through oven dried 4 Å molecular sieves. After 4 days, cool the reaction mixture to ambient temperature. Extract with 5% sodium bicarbonate solution. Extract the 5% sodium bicarbonate soluti... Starting materials: C1CCOC1, CC1NCCn2cccc21, O=C1CCC(=O)O1. The product is CC1c2cccn2CCN1C(=O)CCC(=O)O. As a reaction SMILES: [CH2:18]1[O:19][CH2:20][CH2:21][CH2:22]1.[CH3:1][CH:2]1[c:3]2[n:4]([cH:8][cH:9][cH:10]2)[CH2:5][CH2:6][NH:7]1.[O:11]=[C:12]1[CH2:13][CH2:14][C:15](=[O:16])[O:17]1>>[CH3:1][CH:2]1[c:3]2[n:4]([cH:8][cH:9][cH:10]2)[CH2:5][CH2:6][N:7]1[C:15]([CH2:14][CH2:13][C:12](=[O:11])[OH:17])=[O:16]. Reactants: C(C(C)C)O (isobutanol), O(C1=CC=CC=C1)CC(=O)NC1C(N(C1)C(C(=O)OC(C1=CC=CC=C1)C1=CC=CC=C1)=C(COC)C)=O (benzhydryl 2-(3-phenoxyacetamido-2-oxoazetidin-1-yl)-3-methyl-4-methoxy-2-butenoate), N1=CC=CC=C1 (pyridine), P(Cl)(Cl)(Cl)(Cl)Cl (phosphorous pentachloride). Run in C(Cl)Cl (methylene chloride), CCOCC (ether). Run at time 2 hour. The product is Cl.NC1C(N(C1)C(C(=O)OC(C1=CC=CC=C1)C1=CC=CC=C1)=C(COC)C)=O (Benzhydryl 2-(3-amino-2-oxoazetidin-1-yl)-3-methyl-4-methoxy-2-butenoate hydrochloride). RXN SMILES: O(CC([NH:11][CH:12]1[CH2:15][N:14]([C:16](=[C:33]([CH3:37])[CH2:34][O:35][CH3:36])[C:17]([O:19][CH:20]([C:27]2[CH:32]=[CH:31][CH:30]=[CH:29][CH:28]=2)[C:21]2[CH:26]=[CH:25][CH:24]=[CH:23][CH:22]=2)=[O:18])[C:13]1=[O:38])=O)C1C=CC=CC=1.N1C=CC=CC=1.P(Cl)(Cl)(Cl)(Cl)[Cl:46].C(O)C(C)C>C(Cl)Cl.CCOCC>[ClH:46].[NH2:11][CH:12]1[CH2:15][N:14]([C:16](=[C:33]([CH3:37])[CH2:34][O:35][CH3:36])[C:17]([O:19][CH:20]([C:21]2[CH:26]=[CH:25][CH:24]=[CH:23][CH:22]=2)[C:27]2[CH:32]=[CH:31][CH:30]=[CH:29][CH:28]=2)=[O:18])[C:13]1=[O:38] |f:6.7|. Reported procedure: To a solution of 600 mg (1.1 mmol) of benzhydryl 2-(3-phenoxyacetamido-2-oxoazetidin-1-yl)-3-methyl-4-methoxy-2-butenoate and 0.106 ml pyridine in 10 ml of methylene chloride at 0° was added 252 mg (1.32 mmol) of phosphorous pentachloride. The reaction mixture was stirred for 2 hours while it was allowed to warm to 10°. The solution was then cooled to 0° and 0.2 ml of isobutanol was added. After 1 hour at 0°, 150 ml of ether was slowly added. The supernatant liquid was then decanted from the res... Reactants: 12, FC1=CC=C(C=C1)C(CCCCN1CC(N(CC1)C(=O)OCC)C)C=1C=NC=CC1 (ethyl 4-(5-(4-fluorophenyl)-5-(3-pyridinyl)pentyl]-2-methyl-1-piperazinecarboxylate), [OH-].[K+] (potassium hydroxide). Run in CC(C)O (2-propanol). Conditions: time 4 day. Product: FC1=CC=C(C=C1)C(CCCCN1CC(NCC1)C)C=1C=NC=CC1 (1-(5-(4-fluorophenyl)-5-(3-pyridinyl)pentyl]-3-methylpiperazine). The yield is 67.6%. Reaction SMILES: [F:1][C:2]1[CH:7]=[CH:6][C:5]([CH:8]([C:25]2[CH:26]=[N:27][CH:28]=[CH:29][CH:30]=2)[CH2:9][CH2:10][CH2:11][CH2:12][N:13]2[CH2:18][CH2:17][N:16](C(OCC)=O)[CH:15]([CH3:24])[CH2:14]2)=[CH:4][CH:3]=1.[OH-].[K+]>CC(O)C>[F:1][C:2]1[CH:7]=[CH:6][C:5]([CH:8]([C:25]2[CH:26]=[N:27][CH:28]=[CH:29][CH:30]=2)[CH2:9][CH2:10][CH2:11][CH2:12][N:13]2[CH2:18][CH2:17][NH:16][CH:15]([CH3:24])[CH2:14]2)=[CH:4][CH:3]=1 |f:1.2|. Reported procedure: A mixture of 12 parts of ethyl 4-(5-(4-fluorophenyl)-5-(3-pyridinyl)pentyl]-2-methyl-1-piperazinecarboxylate, 16 parts of potassium hydroxide and 128 parts of 2-propanol was stirred for 4 days at reflux temperature. After cooling, the reaction mixture was evaporated. Water was added to the residue and the mixture was evaporated till all traces of 2-propanol were removed (this was repeated twice). The residue was taken up in water and the product was extracted with dichloromethane. The extract wa... Starting materials: CC=1C=C(C=C(C1)OC1=C(C=C(C=C1)C(F)(F)F)OC1=CC=CC=C1)O (3-methyl-5-(2-phenoxy-4-trifluoromethyl-phenoxy)-phenol), CC(C)(C(CC(C(C)(C)C)=O)=O)C (2,2,6,6-tetramethyl-3,5-heptanedione), C(C)OC(COC1=C(C=C(C=C1)Br)C)=O ((4-bromo-2-methyl-phenoxy)-acetic acid ethyl ester), C([O-])([O-])=O.[Cs+].[Cs+] (cesium carbonate). The reagents and catalysts are [Cu]Cl (copper (I) chloride). Solvent: CN1C(CCC1)=O (1-methyl-2-pyrrolidinone), O (water). Run at temperature 120 celsius. Yields the product C(C)OC(COC1=C(C=C(C=C1)OC1=CC(=CC(=C1)OC1=C(C=C(C=C1)C(F)(F)F)OC1=CC=CC=C1)C)C)=O ({2-methyl-4-[3-methyl-5-(2-phenoxy-4-trifluoromethyl-phenoxy)-phenoxy]-phenoxy}-acetic acid ethyl ester). The yield is 12.5%. RXN SMILES: [CH3:1][C:2]1[CH:3]=[C:4]([OH:26])[CH:5]=[C:6]([O:8][C:9]2[CH:14]=[CH:13][C:12]([C:15]([F:18])([F:17])[F:16])=[CH:11][C:10]=2[O:19][C:20]2[CH:25]=[CH:24][CH:23]=[CH:22][CH:21]=2)[CH:7]=1.[CH2:27]([O:29][C:30](=[O:41])[CH2:31][O:32][C:33]1[CH:38]=[CH:37][C:36](Br)=[CH:35][C:34]=1[CH3:40])[CH3:28].C(=O)([O-])[O-].[Cs+].[Cs+].CC(C)(C(=O)CC(=O)C(C)(C)C)C>CN1CCCC1=O.O.[Cu]Cl>[CH2:27]([O:29][C:30](=[O:41])[CH2:31][O:32][C:33]1[CH:38]=[CH:37][C:36]([O:26][C:4]2[CH:5]=[C:6]([O:8][C:9]3[CH:14]=[CH:13][C:12]([C:15]([F:17])([F:18])[F:16])=[CH:11][C:10]=3[O:19][C:20]3[CH:21]=[CH:22][CH:23]=[CH:24][CH:25]=3)[CH:7]=[C:2]([CH3:1])[CH:3]=2)=[CH:35][C:34]=1[CH3:40])[CH3:28] |f:2.3.4|. Procedure details: Intermediates 3-methyl-5-(2-phenoxy-4-trifluoromethyl-phenoxy)-phenol (0.49 g, 1.36 mmol) and (4-bromo-2-methyl-phenoxy)-acetic acid ethyl ester (0.37 g, 1.36 mol) were combined with cesium carbonate (0.53 g, 1.63 mol), and 2,2,6,6-tetramethyl-3,5-heptanedione (0.063 g, 0.342 mmol) in 1-methyl-2-pyrrolidinone (10 mL) is purged with N2, and then copper (I) chloride (0.067 g, 0.677 mmol) is added. The reaction mixture is heated to 120° C. for 20 hours under N2. The mixture is diluted with water an... Reported procedure: To a solution of tert-butyl 4-(3-(2-(3-fluoro-4-methoxyphenyl)-3-(3,5-difluorophenyl)-1-oxo-1H-inden-6-yloxy)propyl)piperazine-1-carboxylate (96 mg, 0.2 mmol) obtained in Step 1 in CH2Cl2 was added trifluoroacetic acid (20 eq, 2.4 mmol). After being stirred for 1 h, the mixture was diluted with CH2Cl2 and basicified to pH 9 with a 3N NaOH solution. The organic layer was washed with H2O and brine, dried over MgSO4, and concentrated in vacuo to provide the title compound. The reactants are FC=1C=C(C=CC1OC)C=1C(C2=CC(=CC=C2C1C1=CC(=CC(=C1)F)F)OCCCN1CCN(CC1)C(=O)OC(C)(C)C)=O (t-Butyl 4-(3-(2-(3-fluoro-4-methoxyphenyl)-3-(3,5-difluorophenyl)-1-oxo-1H-inden-6-yloxy)propyl)piperazine-1-carboxylate), FC(C(=O)O)(F)F (trifluoroacetic acid). As a reaction SMILES: [F:1][C:2]1[CH:3]=[C:4]([C:10]2[C:11](=[O:44])[C:12]3[C:17]([C:18]=2[C:19]2[CH:24]=[C:23]([F:25])[CH:22]=[C:21]([F:26])[CH:20]=2)=[CH:16][CH:15]=[C:14]([O:27][CH2:28][CH2:29][CH2:30][N:31]2[CH2:36][CH2:35][N:34](C(OC(C)(C)C)=O)[CH2:33][CH2:32]2)[CH:13]=3)[CH:5]=[CH:6][C:7]=1[O:8][CH3:9].FC(F)(F)C(O)=O>C(Cl)Cl.[OH-].[Na+]>[F:26][C:21]1[CH:20]=[C:19]([C:18]2[C:17]3[C:12](=[CH:13][C:14]([O:27][CH2:28][CH2:29][CH2:30][N:31]4[CH2:32][CH2:33][NH:34][CH2:35][CH2:36]4)=[CH:15][CH:16]=3)[C:11](=[O:44])[C:10]=2[C:4]2[CH:5]=[CH:6][C:7]([O:8][CH3:9])=[C:2]([F:1])[CH:3]=2)[CH:24]=[C:23]([F:25])[CH:22]=1 |f:3.4|. Reaction conditions: time 1 hour. The solvent is C(Cl)Cl (CH2Cl2), [OH-].[Na+] (NaOH), C(Cl)Cl (CH2Cl2). Yields the product FC=1C=C(C=C(C1)F)C1=C(C(C2=CC(=CC=C12)OCCCN1CCNCC1)=O)C1=CC(=C(C=C1)OC)F (3-(3,5-Difluorophenyl)-2-(3-fluoro-4-methoxyphenyl)-6-(3-(piperazin-1-yl)propoxy)-1H-inden-1-one). Starting materials: C1(=CC=CC=C1)NC(=S)N (phenyl thiourea), N1C=NC=C1 (imidazole), ClC1=C(C=CC=C1Cl)NC(=S)NC1=C(C(=C(C=C1)Cl)S(=O)(=O)NC1NOCC1)O (N-(2,3-dichlorophenyl)-N′-[4-chloro-2-hydroxy-3-(N″-tetrahydroisoxazylaminosulfonyl)phenyl]thiourea), [Si](C)(C)(C(C)(C)C)Cl (tert-butyldimethylsilyl chloride). Yields the product ClC1=C(C=CC=C1Cl)NC(=S)NC1=C(C(=C(C=C1)Cl)S(=O)(=O)NC1NOCC1)O[Si](C)(C)C(C)(C)C (N-(2,3-Dichlorophenyl)-N′-[4-chloro-2-tert-butyldimethylsilyloxy-3-(N″-tetrahydroisoxazylaminosulfonyl)phenyl]thiourea). Yield: 49.3%. Reaction SMILES: C1(NC(N)=S)C=CC=CC=1.[Cl:11][C:12]1[C:17]([Cl:18])=[CH:16][CH:15]=[CH:14][C:13]=1[NH:19][C:20]([NH:22][C:23]1[CH:28]=[CH:27][C:26]([Cl:29])=[C:25]([S:30]([NH:33][CH:34]2[CH2:38][CH2:37][O:36][NH:35]2)(=[O:32])=[O:31])[C:24]=1[OH:39])=[S:21].[Si:40](Cl)([C:43]([CH3:46])([CH3:45])[CH3:44])([CH3:42])[CH3:41].N1C=CN=C1>>[Cl:11][C:12]1[C:17]([Cl:18])=[CH:16][CH:15]=[CH:14][C:13]=1[NH:19][C:20]([NH:22][C:23]1[CH:28]=[CH:27][C:26]([Cl:29])=[C:25]([S:30]([NH:33][CH:34]2[CH2:38][CH2:37][O:36][NH:35]2)(=[O:31])=[O:32])[C:24]=1[O:39][Si:40]([C:43]([CH3:46])([CH3:45])[CH3:44])([CH3:42])[CH3:41])=[S:21]. Reported procedure: Following the general procedure for protected phenyl thiourea formation outlined in example 1, N-(2,3-dichlorophenyl)-N′-[4-chloro-2-hydroxy-3-(N″-tetrahydroisoxazylaminosulfonyl)phenyl]thiourea (898 mg, 1.81 mmol), tert-butyldimethylsilyl chloride (1.4 g, 9.05 mmol) and imidazole (246 mg, 3.62 mmol) were reacted to form the desired product (546 mg, 49%). EI-MS m/z 611.81 (M+).